From a dataset of the Open Reaction Database (ORD), a public repository of structured organic reaction records. describe an organic reaction: reactants, conditions, products, and yield Reactants: ClC=1C=C(C=C(C1)Cl)C(C)NC1=C(C=CC(=C1)N1CCNCC1)[N+](=O)[O-] (N-(1-(3,5-dichlorophenyl)ethyl)-2-nitro-5-(piperazin-1-yl)benzeneamine), Cl (HCl). The solvent is ClCCl (dichloromethane), C(C)OCC (diethyl ether). Conditions: time 2 hour. The product is Cl.ClC=1C=C(C=C(C1)Cl)C(C)NC1=C(C=CC(=C1)N1CCNCC1)[N+](=O)[O-] (N-(1-(3,5-Dichlorophenyl)ethyl)-2-nitro 5-(piperazin-1-yl)-benzeneamine hydrochloride). Yield: 39.0%. Reaction SMILES: [Cl:1][C:2]1[CH:3]=[C:4]([CH:9]([NH:11][C:12]2[CH:17]=[C:16]([N:18]3[CH2:23][CH2:22][NH:21][CH2:20][CH2:19]3)[CH:15]=[CH:14][C:13]=2[N+:24]([O-:26])=[O:25])[CH3:10])[CH:5]=[C:6]([Cl:8])[CH:7]=1.Cl>ClCCl.C(OCC)C>[ClH:1].[Cl:1][C:2]1[CH:3]=[C:4]([CH:9]([NH:11][C:12]2[CH:17]=[C:16]([N:18]3[CH2:23][CH2:22][NH:21][CH2:20][CH2:19]3)[CH:15]=[CH:14][C:13]=2[N+:24]([O-:26])=[O:25])[CH3:10])[CH:5]=[C:6]([Cl:8])[CH:7]=1 |f:4.5|. Reported procedure: To a solution of N-(1-(3,5-dichlorophenyl)ethyl)-2-nitro-5-(piperazin-1-yl)benzeneamine (0.09 mmol) in dichloromethane (2.0 mL) was added a saturated solution of HCl in diethyl ether (15 mL). The reaction mixture was stirred for 2 h. The solvent was removed by rotary evaporation to afford the title compound in 39% yield. 1H NMR (400 MHz, CD3OD): δ 7.67 (d, 1H), 7.37 (s, 2H), 7.35 (s, 1H), 6.41 (d, 1H), 5.84 (s, 1H), 4.79 (m, 1H), 3.57 (m, 4H), 3.25 (m, 4H), 1.61 (d, 3H); MS (ESI) m/z: Calculated... Starting materials: C(C)N(C=1C2=C(N=C(N1)NC1=CC=C(C=C1)N1C(=NC=C1)C)CCN(C2)C(=O)OC(C)(C)C)CC2OCCC2 (tert-Butyl 4-(ethyl((tetrahydrofuran-2-yl)methyl)amino)-2-(4-(2-methyl-1H-imidazol-1-yl)phenylamino)-7,8-dihydropyrido[4,3-d]pyrimidine-6(5H)-carboxylate), Cl (Hydrochloric acid). The solvent is CO (methanol). Conditions: temperature 80 celsius, time 1 hour. Yields the product C(C)N(C=1C2=C(N=C(N1)NC1=CC=C(C=C1)N1C(=NC=C1)C)CCNC2)CC2OCCC2 (N4-Ethyl-N2-(4-(2-methyl-1H-imidazol-1-yl)phenyl)-N4-((tetrahydrofuran-2-yl)methyl)-5,6,7,8-tetrahydropyrido[4,3-d]pyrimidine-2,4-diamine). Reaction SMILES: [CH2:1]([N:3]([CH2:34][CH:35]1[CH2:39][CH2:38][CH2:37][O:36]1)[C:4]1[C:5]2[CH2:26][N:25](C(OC(C)(C)C)=O)[CH2:24][CH2:23][C:6]=2[N:7]=[C:8]([NH:10][C:11]2[CH:16]=[CH:15][C:14]([N:17]3[CH:21]=[CH:20][N:19]=[C:18]3[CH3:22])=[CH:13][CH:12]=2)[N:9]=1)[CH3:2].Cl>CO>[CH2:1]([N:3]([CH2:34][CH:35]1[CH2:39][CH2:38][CH2:37][O:36]1)[C:4]1[C:5]2[CH2:26][NH:25][CH2:24][CH2:23][C:6]=2[N:7]=[C:8]([NH:10][C:11]2[CH:12]=[CH:13][C:14]([N:17]3[CH:21]=[CH:20][N:19]=[C:18]3[CH3:22])=[CH:15][CH:16]=2)[N:9]=1)[CH3:2]. Reported procedure: tert-Butyl 4-(ethyl((tetrahydrofuran-2-yl)methyl)amino)-2-(4-(2-methyl-1H-imidazol-1-yl)phenylamino)-7,8-dihydropyrido[4,3-d]pyrimidine-6(5H)-carboxylate (253 mg, 0.47 mmol) was dissolved in methanol (3 mL). Hydrochloric acid (0.017 mL, 0.47 mmol) was added and the reaction mixture was stirred at 80° C. for 1 h. The solvent was evaporated and the crude N4-ethyl-N2-(4-(2-methyl-1H-imidazol-1-yl)phenyl)-N4-((tetrahydrofuran-2-yl)methyl)-5,6,7,8-tetrahydropyrido[4,3-d]pyrimidine-2,4-diamine (190 mg... Reactants: CC(C(COC1=C(C=C(C=C1)C(CC)(CC)C=1OC2=C(C1)C=C(C=C2)C(=O)NCC(=O)O)C)=O)(C)C ([(2-{1-[4-(3,3-dimethyl-2-oxo-butoxy)-3-methyl-phenyl]-1-ethylpropyl}-benzofuran-5-carbonyl)-amino]-acetic acid), [BH4-].[Na+] (NaBH4). The solvent is C1CCOC1 (THF). Reaction conditions: time 4 hour. The product is C(C)C(CC)(C1=CC(=C(C=C1)OCC(C(C)(C)C)O)C)C=1OC2=C(C1)C=C(C=C2)C(=O)NCC(=O)O ([(2-{1-Ethyl-1-[4-(2-hydroxy-3,3-dimethyl-butoxy)-3-methyl-phenyl]-propyl}-benzofuran-5-carbonyl)-amino]-acetic acid). Isolated yield 87.4%. Reaction SMILES: [CH3:1][C:2]([CH3:36])([CH3:35])[C:3](=[O:34])[CH2:4][O:5][C:6]1[CH:11]=[CH:10][C:9]([C:12]([C:17]2[O:18][C:19]3[CH:25]=[CH:24][C:23]([C:26]([NH:28][CH2:29][C:30]([OH:32])=[O:31])=[O:27])=[CH:22][C:20]=3[CH:21]=2)([CH2:15][CH3:16])[CH2:13][CH3:14])=[CH:8][C:7]=1[CH3:33].[BH4-].[Na+]>C1COCC1>[CH2:13]([C:12]([C:17]1[O:18][C:19]2[CH:25]=[CH:24][C:23]([C:26]([NH:28][CH2:29][C:30]([OH:32])=[O:31])=[O:27])=[CH:22][C:20]=2[CH:21]=1)([C:9]1[CH:10]=[CH:11][C:6]([O:5][CH2:4][CH:3]([OH:34])[C:2]([CH3:35])([CH3:36])[CH3:1])=[C:7]([CH3:33])[CH:8]=1)[CH2:15][CH3:16])[CH3:14] |f:1.2|. Procedure: A solution of [(2-{1-[4-(3,3-dimethyl-2-oxo-butoxy)-3-methyl-phenyl]-1-ethylpropyl}-benzofuran-5-carbonyl)-amino]-acetic acid (74 mg, 0.150 mmol) in THF (5.0 mL) at RT is treated with NaBH4 (11 mg, 0.300 mmol). The resulting mixture is stirred for 4 hour. The reaction is quenched with HCl (1.0 N, 1.0 mL) and extracted with EtOAc (2×20 mL). The organic layer is dried over Na2SO4, concentrated to afford the title compound (65 mg, 88%). Reactants: CNC, O=c1cc(CCl)[nH]c(=O)[nH]1. Product: CN(C)Cc1cc(=O)[nH]c(=O)[nH]1. As a reaction SMILES: [CH3:11][NH:12][CH3:13].[Cl:1][CH2:2][c:3]1[cH:4][c:5](=[O:10])[nH:6][c:7](=[O:9])[nH:8]1>>[CH2:2]([c:3]1[cH:4][c:5](=[O:10])[nH:6][c:7](=[O:9])[nH:8]1)[N:12]([CH3:11])[CH3:13]. Reactants: O=C([O-])O, CCO, CCOCCn1c(CCl)nc2cncnc21, [Na+], c1ccc(CN2CCNCC2)cc1. Yields the product CCOCCn1c(CN2CCN(Cc3ccccc3)CC2)nc2cncnc21. Reaction SMILES: [C:30](=[O:31])([O-:32])[OH:33].[CH3:35][CH2:36][OH:37].[Cl:14][CH2:15][c:16]1[n:17]([CH2:25][CH2:26][O:27][CH2:28][CH3:29])[c:18]2[n:19][cH:20][n:21][cH:22][c:23]2[n:24]1.[Na+:34].[c:1]1([CH2:7][N:8]2[CH2:9][CH2:10][NH:11][CH2:12][CH2:13]2)[cH:2][cH:3][cH:4][cH:5][cH:6]1>>[c:1]1([CH2:7][N:8]2[CH2:9][CH2:10][N:11]([CH2:15][c:16]3[n:17]([CH2:25][CH2:26][O:27][CH2:28][CH3:29])[c:18]4[n:19][cH:20][n:21][cH:22][c:23]4[n:24]3)[CH2:12][CH2:13]2)[cH:2][cH:3][cH:4][cH:5][cH:6]1. Conditions: time 16 hour. Reported procedure: To 5-aminoindolin-2-one (50 mg, 0.34 mmol) in DMF (1 mL) was added methanesulfonyl chloride (51 mg, 0.51 mmol) and DMAP (1 mg). The solution was stirred at rt for 16 h and the product was precipitated with ether, filtered and dried to give 10 mg, 13% of a yellow solid. 1H NMR (400 MHz, CD3OD) δ 7.22 (s, 1H), 7.13 (d, J=8.3 Hz, 1H), 6.87 (d, J=7.6 Hz, 1H), 3.55 (s, 2H), 2.91 (s, 3H). Reaction SMILES: [NH2:1][C:2]1[CH:3]=[C:4]2[C:8](=[CH:9][CH:10]=1)[NH:7][C:6](=[O:11])[CH2:5]2.[CH3:12][S:13](Cl)(=[O:15])=[O:14]>CN(C=O)C.CN(C1C=CN=CC=1)C>[O:11]=[C:6]1[CH2:5][C:4]2[C:8](=[CH:9][CH:10]=[C:2]([NH:1][S:13]([CH3:12])(=[O:15])=[O:14])[CH:3]=2)[NH:7]1. Solvent: CN(C)C=O (DMF). Reagents/catalysts: CN(C)C=1C=CN=CC1 (DMAP). Isolated yield 13.0%. Yields the product O=C1NC2=CC=C(C=C2C1)NS(=O)(=O)C (N-(2-oxoindolin-5-yl)methanesulfonamide). Reactants: NC=1C=C2CC(NC2=CC1)=O (5-aminoindolin-2-one), CS(=O)(=O)Cl (methanesulfonyl chloride). The reactants are N1=C2C(=NS1)C(=CC=C2)S(=O)(=O)NC2=C(C(=O)O)C=CC(=C2)Br (2-(Benzo[1,2,5]thiadiazole-4-sulfonylamino)-4-bromobenzoic acid), ClC1=CC=C(C=C1)CC(C)N ((±)-2-(4-chlorophenyl)-1-methylethylamine). Yields the product N1=C2C(=NS1)C(=CC=C2)S(=O)(=O)NC2=C(C(=O)NC(CC1=CC=C(C=C1)Cl)C)C=CC(=C2)Br ((±)-2-(Benzo[1,2,5]thiadiazole-4-sulfonylamino)-4-bromo-N-[2-(4-chloro-phenyl)-1-methyl-ethyl]-benzamide). As a reaction SMILES: [N:1]1[S:5][N:4]=[C:3]2[C:6]([S:10]([NH:13][C:14]3[CH:22]=[C:21]([Br:23])[CH:20]=[CH:19][C:15]=3[C:16](O)=[O:17])(=[O:12])=[O:11])=[CH:7][CH:8]=[CH:9][C:2]=12.[Cl:24][C:25]1[CH:30]=[CH:29][C:28]([CH2:31][CH:32]([NH2:34])[CH3:33])=[CH:27][CH:26]=1>>[N:1]1[S:5][N:4]=[C:3]2[C:6]([S:10]([NH:13][C:14]3[CH:22]=[C:21]([Br:23])[CH:20]=[CH:19][C:15]=3[C:16]([NH:34][CH:32]([CH3:33])[CH2:31][C:28]3[CH:29]=[CH:30][C:25]([Cl:24])=[CH:26][CH:27]=3)=[O:17])(=[O:11])=[O:12])=[CH:7][CH:8]=[CH:9][C:2]=12. Procedure: 2-(Benzo[1,2,5]thiadiazole-4-sulfonylamino)-4-bromobenzoic acid was coupled with (±)-2-(4-chlorophenyl)-1-methylethylamine as in EXAMPLE 1, Part C. HPLC: RT=10.50 min. MS (ESI−): mass calcd. for C22H18BrClN4O3S2, 563.97; m/z found, 563/565 [M−H]−. 1H NMR (400 MHz, CDCl3): 11.61 (s, 1H), 8.37 (dd, J=7.0, 1.2, 1H), 8.22 (dd, J=8.8, 1.0, 1H), 7.88 (d, J=1.8, 1H), 7.72 (dd, J=8.8, 7.0, 1H), 7.32-7.25 (m, 2H), 7.13-7.05 (m, 2H), 7.07 (dd, J=8.4, 1.8, 1H), 7.01 (d, J=8.4, 1H), 5.74 (br d, J=7.8, 1H), ... Starting materials: N#Cc1cc2nccn2cc1-c1ccc(Cl)cc1Cl, O, O=[N+]([O-])O, O=S(=O)(O)O. Product: N#Cc1cc2ncc([N+](=O)[O-])n2cc1-c1ccc(Cl)cc1Cl. Reaction SMILES: [Cl:1][c:2]1[c:3](-[c:9]2[c:10]([C:18]#[N:19])[cH:11][c:12]3[n:13]([cH:14]2)[cH:15][cH:16][n:17]3)[cH:4][cH:5][c:6]([Cl:8])[cH:7]1.[OH2:24].[OH:20][N+:21]([O-:22])=[O:23].[S:25](=[O:26])(=[O:27])([OH:28])[OH:29]>>[Cl:1][c:2]1[c:3](-[c:9]2[c:10]([C:18]#[N:19])[cH:11][c:12]3[n:13]([cH:14]2)[c:15]([N+:21](=[O:20])[O-:22])[cH:16][n:17]3)[cH:4][cH:5][c:6]([Cl:8])[cH:7]1. Starting materials: CCNCC, CN(C)C=O, CCc1nnc2c(Cl)nc3cc(Cl)c(Cl)cc3n12. Yields the product CCc1nnc2c(N(CC)CC)nc3cc(Cl)c(Cl)cc3n12. Reaction SMILES: [CH2:19]([CH3:20])[NH:21][CH2:22][CH3:23].[CH3:24][N:25]([CH3:26])[CH:27]=[O:28].[Cl:1][c:2]1[c:3]2[n:4]([c:5]3[cH:6][c:7]([Cl:13])[c:8]([Cl:12])[cH:9][c:10]3[n:11]1)[c:14]([CH2:17][CH3:18])[n:15][n:16]2>>[c:2]1([N:21]([CH2:19][CH3:20])[CH2:22][CH3:23])[c:3]2[n:4]([c:5]3[cH:6][c:7]([Cl:13])[c:8]([Cl:12])[cH:9][c:10]3[n:11]1)[c:14]([CH2:17][CH3:18])[n:15][n:16]2.